Dataset: the Open Reaction Database (ORD), a public repository of structured organic reaction records. Task: describe an organic reaction: reactants, conditions, products, and yield The reactants are CN1C(N(CC1)C)C=1SC=CC1 (1,3-Dimethyl-2-thiophen-2-yl-imidazolidine), CN(C)CCN(C)C (TMEDA), [Li]CCCC (nBuLi), ClP(OCC)(OCC)=O (diethyl chlorophosphonate). The solvent is C1CCOC1 (THF). Reaction conditions: temperature -78 celsius, time 30 minute. Yields the product crude product, C(C)OP(OCC)(=O)C=1SC(=CC1)C1N(CCN1C)C ([5-(1,3-dimethyl-imidazolidin-2-yl)-thiophen-2-yl]-phosphonic acid diethyl ester). Yield: 88.7%. Reaction SMILES: [CH3:1][N:2]1[CH2:6][CH2:5][N:4]([CH3:7])[CH:3]1[C:8]1[S:9][CH:10]=[CH:11][CH:12]=1.CN(CCN(C)C)C.[Li]CCCC.Cl[P:27](=[O:34])([O:31][CH2:32][CH3:33])[O:28][CH2:29][CH3:30]>C1COCC1>[CH2:29]([O:28][P:27]([C:10]1[S:9][C:8]([CH:3]2[N:4]([CH3:7])[CH2:5][CH2:6][N:2]2[CH3:1])=[CH:12][CH:11]=1)(=[O:34])[O:31][CH2:32][CH3:33])[CH3:30]. Procedure details: To a solution of 1,3-Dimethyl-2-thiophen-2-yl-imidazolidine (10 g, 60.17 mmol) in THF was added TMEDA (9.1 ml, 60.17 mmol), cooled to −78° C., then added 1.6 M nBuLi (47 ml, 75.21 mmol). After stirring at −78° C. for 30 min the mixture was warmed up to 0° C. in 1 hr and treated with diethyl chlorophosphonate (10.4 ml, 72.2 mmol). The reaction mixture was stirred at 0° C. for another 30 min. The reaction was then quenched by adding EtOAc and water. The EtOAc layer was separated and the water laye... The reactants are CCOC(=O)/N=N/C(=O)OCC (DEAD), OC=1C=C(C(=O)OC)C=C(C1)OCC1=CC=CC=C1 (Methyl 3-hydroxy-5-{[phenylmethyl]oxy}benzoate), O1CCC(CC1)O (tetrahydro-4H-pyran-4-ol), C1(=CC=CC=C1)P(C1=CC=CC=C1)C1=CC=CC=C1 (triphenylphosphine). Solvent: C1CCOC1 (THF), CCCC(C)C (isohexane), C(C)(=O)OCC (ethyl acetate). Conditions: temperature 5 celsius, time 16 hour. Yields the product C1(=CC=CC=C1)COC=1C=C(C(=O)OC)C=C(C1)OC1CCOCC1 (Methyl 3-[(phenylmethyl)oxy]-5-(tetrahydro-2H-pyran-4-yloxy)benzoate). Yield: 87.6%. As a reaction SMILES: [OH:1][C:2]1[CH:3]=[C:4]([CH:9]=[C:10]([O:12][CH2:13][C:14]2[CH:19]=[CH:18][CH:17]=[CH:16][CH:15]=2)[CH:11]=1)[C:5]([O:7][CH3:8])=[O:6].[O:20]1[CH2:25][CH2:24][CH:23](O)[CH2:22][CH2:21]1.C1(P(C2C=CC=CC=2)C2C=CC=CC=2)C=CC=CC=1.CCOC(/N=N/C(OCC)=O)=O>C1COCC1.C(OCC)(=O)C.CCCC(C)C>[C:14]1([CH2:13][O:12][C:10]2[CH:9]=[C:4]([CH:3]=[C:2]([O:1][CH:23]3[CH2:24][CH2:25][O:20][CH2:21][CH2:22]3)[CH:11]=2)[C:5]([O:7][CH3:8])=[O:6])[CH:19]=[CH:18][CH:17]=[CH:16][CH:15]=1. Procedure: Methyl 3-hydroxy-5-{[phenylmethyl]oxy}benzoate (7.75 g, 30.0 mmol), tetrahydro-4H-pyran-4-ol (4.28 mL, 45.0 mmol) and triphenylphosphine (11.8 g, 45.0 mmol) were stirred under argon in THF (166 mL) and cooled to 5° C. in an ice bath. DEAD (19.6 mL, 45.0 mmol) was added dropwise to the mixture, maintaining the internal temperature below 10° C. Stirring was continued for 16 hours then the reaction mixture reduced in vacuo and the residue redissolved in ethyl acetate (60 mL) and isohexane (60 mL). ... Reactants: CC=1N(C2=C(C=NC=C2)N1)C1=CC=C(C(=O)N2CCC(CC2)=C2C3=C(CC(C=4SC=CC42)=O)C=CC=C3)C=C1 (1-[4-(2-methylimidazo[4,5-c]pyrid-1-yl)benzoyl]-4-(10-oxo-9,10-dihydro -4H-benzo[4,5]cyclohepta[1,2-b]thiophen-4-ylidene)piperidine), [BH4-].[Na+] (sodium borohydride). Reported procedure: A solution of 1-[4-(2-methylimidazo[4,5-c]pyrid-1-yl)benzoyl]-4-(10-oxo-9,10-dihydro -4H-benzo[4,5]cyclohepta[1,2-b]thiophen-4-ylidene)piperidine (200 mg, 0.38 mmol) (Example 8) and sodium borohydride (200 mg) in methanol (20 ml) was stirred at room temperature for 4 hours and evaporated. The residue was partitioned between dichloromethane and water and the organic layer was washed with water, dried over magnesium sulphate and evaporated. The residue was triturated with hexane to give the title ... The product is OC1CC2=C(C(C3=C1SC=C3)=C3CCN(CC3)C(C3=CC=C(C=C3)N3C(=NC=1C=NC=CC13)C)=O)C=CC=C2 (4-(10-Hydroxy-9,10-dihydro-4H-benzo[4,5]cyclohepta[1,2-b]thiophen-4-ylidene)-1-[4-(2-methylimidazo[4,5-c]pyrid-1-yl]benzoyl]piperidine). As a reaction SMILES: [CH3:1][C:2]1[N:3]([C:11]2[CH:39]=[CH:38][C:14]([C:15]([N:17]3[CH2:22][CH2:21][C:20](=[C:23]4[C:32]5[CH:31]=[CH:30][S:29][C:28]=5[C:27](=[O:33])[CH2:26][C:25]5[CH:34]=[CH:35][CH:36]=[CH:37][C:24]4=5)[CH2:19][CH2:18]3)=[O:16])=[CH:13][CH:12]=2)[C:4]2[CH:9]=[CH:8][N:7]=[CH:6][C:5]=2[N:10]=1.[BH4-].[Na+]>CO>[OH:33][CH:27]1[C:28]2[S:29][CH:30]=[CH:31][C:32]=2[C:23](=[C:20]2[CH2:21][CH2:22][N:17]([C:15](=[O:16])[C:14]3[CH:13]=[CH:12][C:11]([N:3]4[C:4]5[CH:9]=[CH:8][N:7]=[CH:6][C:5]=5[N:10]=[C:2]4[CH3:1])=[CH:39][CH:38]=3)[CH2:18][CH2:19]2)[C:24]2[CH:37]=[CH:36][CH:35]=[CH:34][C:25]=2[CH2:26]1 |f:1.2|. Yield: 34.6%. Solvent: CO (methanol). Reactants: Cl.CN(CCCN=C=NCC)C (1-(3-dimethylaminopropyl)-3-ethylcarbodiimide hydrochloride), ClC=1C=CC2=C(CCC=3C(=NC=CC3)C2=C2CC=NC=C2)C1 (4-(8-chloro-5,6-dihydro-11H-benzo[5,6]cyclohepta[1,2-b]pyridin-11-ylidene)pyridine), C(C1=CC=[N+](C=C1)[O-])(=O)O (isonicotinic acid N-oxide), O.ON1N=NC2=C1C=CC=C2 (1-hydroxybenzotriazole hydrate), P(=O)(O)(O)[O-].[Na+] (sodium dihydrogen phosphate). The solvent is C(Cl)Cl (methylene chloride), C(Cl)Cl (methylene chloride). The product is N1=CC=C(C=C1)C(=O)[N+]1(CCC(CC1)=C1C2=C(CCC=3C1=NC=CC3)C=C(C=C2)Cl)[O-] (1-(4 -pyridinyl carbonyl)-4-(8-chloro-5,6-dihydro-11H-benzo[5,6]cyclohepta[1,2-b]pyridin-11-ylidene)piperidine N1 -oxide). The yield is 19.9%. RXN SMILES: [Cl:1][C:2]1[CH:3]=[CH:4][C:5]2[C:15](=[C:16]3[CH:21]=[CH:20][N:19]=[CH:18][CH2:17]3)[C:10]3=[N:11][CH:12]=[CH:13][CH:14]=[C:9]3[CH2:8][CH2:7][C:6]=2[CH:22]=1.[C:23](O)(=[O:31])[C:24]1[CH:29]=[CH:28][N+:27]([O-])=[CH:26][CH:25]=1.O.[OH:34]N1C2C=CC=CC=2N=N1.Cl.CN(C)CCCN=C=NCC.P([O-])(O)(O)=O.[Na+]>C(Cl)Cl>[N:27]1[CH:28]=[CH:29][C:24]([C:23]([N+:19]2([O-:34])[CH2:18][CH2:17][C:16](=[C:15]3[C:10]4=[N:11][CH:12]=[CH:13][CH:14]=[C:9]4[CH2:8][CH2:7][C:6]4[CH:22]=[C:2]([Cl:1])[CH:3]=[CH:4][C:5]3=4)[CH2:21][CH2:20]2)=[O:31])=[CH:25][CH:26]=1 |f:2.3,4.5,6.7|. Procedure details: To a mixture of 5.01 g (16.1 mmol) of 4-(8-chloro-5,6-dihydro-11H-benzo[5,6]cyclohepta[1,2-b]pyridin-11-ylidene)pyridine, 2.19 g (15.7 mmol) of isonicotinic acid N-oxide, and 2.33 g (17.2 mmol) of 1-hydroxybenzotriazole hydrate in 30 mL of dry methylene chloride at -15° C. and under a nitrogen atmosphere was added dropwise over 25 minutes a solution of 3.26 g (16.9 mmol) of 1-(3-dimethylaminopropyl)-3-ethylcarbodiimide hydrochloride in 60 mL of dry methylene chloride. The reaction mixture was sl... The reactants are CNC, CS(C)=O, CS(=O)(=O)c1ccc(-n2ncc3c(O)ncnc32)c(F)c1. As a reaction SMILES: [CH3:22][NH:23][CH3:24].[CH3:25][S:26]([CH3:27])=[O:28].[F:1][c:2]1[c:3](-[n:12]2[n:13][cH:14][c:15]3[c:16]2[n:17][cH:18][n:19][c:20]3[OH:21])[cH:4][cH:5][c:6]([S:8](=[O:9])(=[O:10])[CH3:11])[cH:7]1>>[c:2]1([N:23]([CH3:22])[CH3:24])[c:3](-[n:12]2[n:13][cH:14][c:15]3[c:16]2[n:17][cH:18][n:19][c:20]3[OH:21])[cH:4][cH:5][c:6]([S:8](=[O:9])(=[O:10])[CH3:11])[cH:7]1. The product is CN(C)c1cc(S(C)(=O)=O)ccc1-n1ncc2c(O)ncnc21.